From a dataset of the Open Reaction Database (ORD), a public repository of structured organic reaction records. describe an organic reaction: reactants, conditions, products, and yield The reactants are BrC=1C=C(C=2C=CNC2C1)C#N (6-bromo-1H-indole-4-carbonitrile), ClC1=C(C(=NC2=CC=C(C=C12)Cl)C)C (4,6-dichloro-2,3-dimethylquinoline). The product is BrC=1C=C(C=2C=CN(C2C1)C1=C(C(=NC2=CC=C(C=C12)Cl)C)C)C#N (6-bromo-1-(6-chloro-2,3-dimethylquinolin-4-yl)-1H-indole-4-carbonitrile). Reaction SMILES: [Br:1][C:2]1[CH:3]=[C:4]([C:11]#[N:12])[C:5]2[CH:6]=[CH:7][NH:8][C:9]=2[CH:10]=1.Cl[C:14]1[C:23]2[C:18](=[CH:19][CH:20]=[C:21]([Cl:24])[CH:22]=2)[N:17]=[C:16]([CH3:25])[C:15]=1[CH3:26]>>[Br:1][C:2]1[CH:3]=[C:4]([C:11]#[N:12])[C:5]2[CH:6]=[CH:7][N:8]([C:14]3[C:23]4[C:18](=[CH:19][CH:20]=[C:21]([Cl:24])[CH:22]=4)[N:17]=[C:16]([CH3:25])[C:15]=3[CH3:26])[C:9]=2[CH:10]=1. Reported procedure: Prepared according to procedure U using 6-bromo-1H-indole-4-carbonitrile (0.5 g, 2.26 mmol) and 4,6-dichloro-2,3-dimethylquinoline (0.5626 g, 2.49 mmol) to give 6-bromo-1-(6-chloro-2,3-dimethylquinolin-4-yl)-1H-indole-4-carbonitrile as a yellow solid: Mass Spectrum (ESI) m/e=410.0 [M+1 (79Br)] and 412.0 [M+1 (81Br)]. Reactants: COC=1C=C(C=C(C1OC)OC)C1=NC=CC(=C1)CN1C(C=2C(C1=O)=CC=CC2)=O (N-[[2-(3,4,5-trimethoxyphenyl)pyridin-4-yl]methyl]phthalimide), O.NN (hydrazine monohydrate). The solvent is C(C)O (ethanol). The product is NCC1=CC(=NC=C1)C1=CC(=C(C(=C1)OC)OC)OC (4-Aminomethyl-2-(3,4,5-trimethoxyphenyl)pyridine). As a reaction SMILES: [CH3:1][O:2][C:3]1[CH:4]=[C:5]([C:13]2[CH:18]=[C:17]([CH2:19][N:20]3C(=O)C4=CC=CC=C4C3=O)[CH:16]=[CH:15][N:14]=2)[CH:6]=[C:7]([O:11][CH3:12])[C:8]=1[O:9][CH3:10].O.NN>C(O)C>[NH2:20][CH2:19][C:17]1[CH:16]=[CH:15][N:14]=[C:13]([C:5]2[CH:6]=[C:7]([O:11][CH3:12])[C:8]([O:9][CH3:10])=[C:3]([O:2][CH3:1])[CH:4]=2)[CH:18]=1 |f:1.2|. Reported procedure: To a suspension of N-[[2-(3,4,5-trimethoxyphenyl)pyridin-4-yl]methyl]phthalimide (1.16 g) in ethanol (30 mL) was added hydrazine monohydrate (1 mL). The mixture was refluxed for 3 hours. After cooling, the precipitates were filtered off. The filtrate was evaporated and the residue was dissolved in chloroform. The solution was washed with saturated aqueous sodium hydrogen carbonate and brine, dried over anhydrous magnesium sulfate and evaporated to give the title compound as pale yellow oil. The reactants are C1CCOC1, CNCCCOC, C[Si](C)(C)[N-][Si](C)(C)C, CC(C)c1cc(C(C)C)c(-c2ccccc2P(C2CCCCC2)C2CCCCC2)c(C(C)C)c1, C[Si](C)(C)CCOCn1nc(Cl)c2cc(C3OCCCO3)ccc21, [Li+], O=C(C=Cc1ccccc1)C=Cc1ccccc1, O=C(C=Cc1ccccc1)C=Cc1ccccc1, O=C(C=Cc1ccccc1)C=Cc1ccccc1, [Pd], [Pd]. The product is COCCCN(C)c1nn(COCC[Si](C)(C)C)c2ccc(C3OCCCO3)cc12. RXN SMILES: [CH2:76]1[O:77][CH2:78][CH2:79][CH2:80]1.[CH3:25][O:26][CH2:27][CH2:28][CH2:29][NH:30][CH3:31].[CH3:66][Si:67]([CH3:68])([CH3:69])[N-:70][Si:71]([CH3:72])([CH3:73])[CH3:74].[CH:32]1([P:33]([CH:34]2[CH2:35][CH2:36][CH2:37][CH2:38][CH2:39]2)[c:40]2[cH:41][cH:42][cH:43][cH:44][c:45]2-[c:46]2[c:47]([CH:48]([CH3:49])[CH3:50])[cH:51][c:52]([CH:53]([CH3:54])[CH3:55])[cH:56][c:57]2[CH:58]([CH3:59])[CH3:60])[CH2:61][CH2:62][CH2:63][CH2:64][CH2:65]1.[Cl:1][c:2]1[n:3][n:4]([CH2:17][O:18][CH2:19][CH2:20][Si:21]([CH3:22])([CH3:23])[CH3:24])[c:5]2[cH:6][cH:7][c:8]([CH:11]3[O:12][CH2:13][CH2:14][CH2:15][O:16]3)[cH:9][c:10]12.[Li+:75].[O:101]=[C:102]([CH:103]=[CH:104][c:105]1[cH:106][cH:107][cH:108][cH:109][cH:110]1)[CH:111]=[CH:112][c:113]1[cH:114][cH:115][cH:116][cH:117][cH:118]1.[O:119]=[C:120]([CH:121]=[CH:122][c:123]1[cH:124][cH:125][cH:126][cH:127][cH:128]1)[CH:129]=[CH:130][c:131]1[cH:132][cH:133][cH:134][cH:135][cH:136]1.[O:83]=[C:84]([CH:85]=[CH:86][c:87]1[cH:88][cH:89][cH:90][cH:91][cH:92]1)[CH:93]=[CH:94][c:95]1[cH:96][cH:97][cH:98][cH:99][cH:100]1.[Pd:81].[Pd:82]>>[c:2]1([N:30]([CH2:29][CH2:28][CH2:27][O:26][CH3:25])[CH3:31])[n:3][n:4]([CH2:17][O:18][CH2:19][CH2:20][Si:21]([CH3:22])([CH3:23])[CH3:24])[c:5]2[cH:6][cH:7][c:8]([CH:11]3[O:12][CH2:13][CH2:14][CH2:15][O:16]3)[cH:9][c:10]12. Starting materials: COC1=CC=C(CN2N=C(C=3C2=NC=CC3OC3=C(C=C(C=C3)N)F)C3=CN=CN3C)C=C1 (4-(1-(4-Methoxybenzyl)-3-(1-methyl-1H-imidazol-5-yl)-1H-pyrazolo[3,4-b]pyridin-4-yloxy)-3-fluorobenzenamine), FC1=CC=C(C=C1)N1N=CC=C(C1=O)C(=O)O (2-(4-fluorophenyl)-3-oxo-2,3-dihydropyridazine-4-carboxylic acid), Cl.C(C)N=C=NCCCN(C)C (N1-((ethylimino)methylene)-N3,N3-dimethylpropane-1,3-diamine hydrochloride), O.N1(N=NC2=C1C=CC=C2)O (1H-benzo[d][1,2,3]triazol-1-ol hydrate), C(C)N(C(C)C)C(C)C (N-ethyl-N-isopropylpropan-2-amine). Run in C(Cl)Cl (CH2Cl2). Yields the product FC=1C=C(C=CC1OC1=C2C(=NC=C1)N(N=C2C2=CN=CN2C)CC2=CC=C(C=C2)OC)NC(=O)C=2C(N(N=CC2)C2=CC=C(C=C2)F)=O (N-(3-fluoro-4-(1-(4-methoxybenzyl)-3-(1-methyl-1H-imidazol-5-yl)-1H-pyrazolo[3,4-b]pyridin-4-yloxy)phenyl)-2-(4-fluorophenyl)-3-oxo-2,3-dihydropyridazine-4-carboxamide). Yield: 63.5%. Reaction SMILES: [CH3:1][O:2][C:3]1[CH:33]=[CH:32][C:6]([CH2:7][N:8]2[C:12]3=[N:13][CH:14]=[CH:15][C:16]([O:17][C:18]4[CH:23]=[CH:22][C:21]([NH2:24])=[CH:20][C:19]=4[F:25])=[C:11]3[C:10]([C:26]3[N:30]([CH3:31])[CH:29]=[N:28][CH:27]=3)=[N:9]2)=[CH:5][CH:4]=1.[F:34][C:35]1[CH:40]=[CH:39][C:38]([N:41]2[C:46](=[O:47])[C:45]([C:48](O)=[O:49])=[CH:44][CH:43]=[N:42]2)=[CH:37][CH:36]=1.Cl.C(N=C=NCCCN(C)C)C.O.N1(O)C2C=CC=CC=2N=N1.C(N(C(C)C)C(C)C)C>C(Cl)Cl>[F:25][C:19]1[CH:20]=[C:21]([NH:24][C:48]([C:45]2[C:46](=[O:47])[N:41]([C:38]3[CH:39]=[CH:40][C:35]([F:34])=[CH:36][CH:37]=3)[N:42]=[CH:43][CH:44]=2)=[O:49])[CH:22]=[CH:23][C:18]=1[O:17][C:16]1[CH:15]=[CH:14][N:13]=[C:12]2[N:8]([CH2:7][C:6]3[CH:5]=[CH:4][C:3]([O:2][CH3:1])=[CH:33][CH:32]=3)[N:9]=[C:10]([C:26]3[N:30]([CH3:31])[CH:29]=[N:28][CH:27]=3)[C:11]=12 |f:2.3,4.5|. Procedure: 4-(1-(4-Methoxybenzyl)-3-(1-methyl-1H-imidazol-5-yl)-1H-pyrazolo[3,4-b]pyridin-4-yloxy)-3-fluorobenzenamine (0.213 g, 0.479 mmol), 2-(4-fluorophenyl)-3-oxo-2,3-dihydropyridazine-4-carboxylic acid (0.561 g, 2.40 mmol, prepared in Example 19, step C), N1-((ethylimino)methylene)-N3,N3-dimethylpropane-1,3-diamine hydrochloride (0.459 g, 2.40 mmol), 1H-benzo[d][1,2,3]triazol-1-ol hydrate (0.367 g, 2.40 mmol), N-ethyl-N-isopropylpropan-2-amine (0.310 g, 2.40 mmol) and CH2Cl2 (5 mL) were charged in a 5...